This data is from the Open Reaction Database (ORD), a public repository of structured organic reaction records. The task is: describe an organic reaction: reactants, conditions, products, and yield Conditions: temperature -5 celsius, time 30 minute. Starting materials: C1(=CC=CC=C1)C(CO)C#C[Si](C)(C)C (2-Phenyl-4-trimethylsilyl-but-3-yn-1-ol), C#C (acetylene). Reagents/catalysts: [N+](=O)([O-])[O-].[Ag+] (silver nitrate). Procedure details: 2-Phenyl-4-trimethylsilyl-but-3-yn-1-ol (Chem. Ber. (1988), 121, 1315-1320) (7.8 g) was dissolved in ethanol and the solution was cooled to -5° C. A solution of silver nitrate (8.9 g) in ethanol (60 ml) and water (21 ml) was added dropwise to the acetylene solution such that the temperature remained below 5° C. This precipitated the acetylene as the silver complex. A solution of potassium cyanide (17 g) in water (30 ml) was added dropwise to the stirred acetylene mixture and the resulting mixtur... Run in C(C)O (ethanol), C(C)O (ethanol), O (water). The yield is 95.8%. Yields the product C1(=CC=CC=C1)C(CO)C#C (2-Phenyl-but-3-yn-1-ol). Reaction SMILES: [C:1]1([CH:7]([C:10]#[C:11][Si](C)(C)C)[CH2:8][OH:9])[CH:6]=[CH:5][CH:4]=[CH:3][CH:2]=1.C#C>C(O)C.O.[N+]([O-])([O-])=O.[Ag+]>[C:1]1([CH:7]([C:10]#[CH:11])[CH2:8][OH:9])[CH:6]=[CH:5][CH:4]=[CH:3][CH:2]=1 |f:4.5|. The product is C(C1=CC=CC=C1)N1C=C(C2=CC(=CC=C12)Br)C[C@@H]1N(CCC1)C ((R)-1-Benzyl-5-bromo-3-(1-methyl-2-pyrrolidinylmethyl)-1H-indole). Reported procedure: To a stirred solution of (R)-5-bromo-3-(1-methyl-2-pyrrolidinylmethyl)-1H-indole (see Example 27, WO 92/06973) (21.44 g, 73.2 mmol) in tetrahydrofuran (110 ml) at 0° C. under a nitrogen atmosphere was added sodium hydride (60% dispersion in mineral oil, 3.51 g, 87.7 mmol) portionwise, maintaining the temperature below 5° C. Upon completion of the addition, the dark brown solution was stirred at 0-5° C. for 1 hr before benzyl bromide (10.4 ml, 87.4 mmol) was added dropwise maintaining the tempera... RXN SMILES: [Br:1][C:2]1[CH:3]=[C:4]2[C:8](=[CH:9][CH:10]=1)[NH:7][CH:6]=[C:5]2[CH2:11][C@H:12]1[CH2:16][CH2:15][CH2:14][N:13]1[CH3:17].[H-].[Na+].[CH2:20](Br)[C:21]1[CH:26]=[CH:25][CH:24]=[CH:23][CH:22]=1>O1CCCC1>[CH2:20]([N:7]1[C:8]2[C:4](=[CH:3][C:2]([Br:1])=[CH:10][CH:9]=2)[C:5]([CH2:11][C@H:12]2[CH2:16][CH2:15][CH2:14][N:13]2[CH3:17])=[CH:6]1)[C:21]1[CH:26]=[CH:25][CH:24]=[CH:23][CH:22]=1 |f:1.2|. Starting materials: BrC=1C=C2C(=CNC2=CC1)C[C@@H]1N(CCC1)C ((R)-5-bromo-3-(1-methyl-2-pyrrolidinylmethyl)-1H-indole), [H-].[Na+] (sodium hydride), C(C1=CC=CC=C1)Br (benzyl bromide). The yield is 62.7%. The solvent is O1CCCC1 (tetrahydrofuran). The reactants are O (water), ClC=1C=C(C=CC1Cl)O (3,4-dichlorophenol), CC(C)S(=O)(=O)C1=NC=C(C=C1)S(=O)(=O)C(C)C (2,5-bis((1-methylethyl)sulfonyl)pyridine), CC(C)(C)[O-].[K+] (t-BuOK). Run in C1CCOC1 (THF). The product is ClC=1C=C(OC2=NC=C(C=C2)S(=O)(=O)C(C)C)C=CC1Cl (2-(3,4-dichlorophenoxy)-5-((1-methylethyl)sulfonyl)pyridine). Yield: 42.0%. As a reaction SMILES: [Cl:1][C:2]1[CH:3]=[C:4]([OH:9])[CH:5]=[CH:6][C:7]=1[Cl:8].CC([O-])(C)C.[K+].CC(S([C:22]1[CH:27]=[CH:26][C:25]([S:28]([CH:31]([CH3:33])[CH3:32])(=[O:30])=[O:29])=[CH:24][N:23]=1)(=O)=O)C.O>C1COCC1>[Cl:1][C:2]1[CH:3]=[C:4]([CH:5]=[CH:6][C:7]=1[Cl:8])[O:9][C:22]1[CH:27]=[CH:26][C:25]([S:28]([CH:31]([CH3:33])[CH3:32])(=[O:29])=[O:30])=[CH:24][N:23]=1 |f:1.2|. Procedure: To 4.89 g of 3,4-dichlorophenol dissolved in a 25 ml THF/25 ml DMSO mixture was added 3.2 g of t-BuOK and then 8.74 g of 2,5-bis((1-methylethyl)sulfonyl)pyridine, and the resulting mixture was heated at 58° C. for 11/2 hrs. The reaction mixture was allowed to cool overnight and then poured in approximately 3 to 4 volumes of water and stirred. The yellow-white precipitate which formed was removed by filtration. Recrystallization from CH2Cl2 /ethanol gave the product, 2-(3,4-dichlorophenoxy)-5-((1...